Dataset: the Open Reaction Database (ORD), a public repository of structured organic reaction records. Task: describe an organic reaction: reactants, conditions, products, and yield Reactants: BrC1=C(SC=C1)C=O (3-bromothiophene-2-carbaldehyde), C1(=CC=CC=C1)C(C1=CC=CC=C1)=NN ((diphenylmethylene)hydrazine). Solvent: CCO (EtOH). Run at temperature 65 celsius. Yields the product C(C1=CC=CC=C1)(C1=CC=CC=C1)=N/N=C/C=1SC=CC1Br (N-benzhydrylidene-N′-[1-(3-bromo-thiophen-2-yl)-meth-(E)-ylidene]-hydrazine). The yield is 102.0%. RXN SMILES: [Br:1][C:2]1[CH:6]=[CH:5][S:4][C:3]=1[CH:7]=O.[C:9]1([C:15](=[N:22][NH2:23])[C:16]2[CH:21]=[CH:20][CH:19]=[CH:18][CH:17]=2)[CH:14]=[CH:13][CH:12]=[CH:11][CH:10]=1>CCO>[C:15](=[N:22]/[N:23]=[CH:7]/[C:3]1[S:4][CH:5]=[CH:6][C:2]=1[Br:1])([C:16]1[CH:17]=[CH:18][CH:19]=[CH:20][CH:21]=1)[C:9]1[CH:14]=[CH:13][CH:12]=[CH:11][CH:10]=1. Procedure: To a solution of 3-bromothiophene-2-carbaldehyde (5.57 g, 29.2 mmol) in EtOH (90 mL) was added (diphenylmethylene)hydrazine (6.3 g, 32.1 mmol). The reaction mixture was heated at 65° C. for 4 h then concentrated. The residue was purified by silica gel chromatography with 10% to 20% EtOAc/heptane to afford 11 g of N-benzhydrylidene-N′-[1-(3-bromo-thiophen-2-yl)-meth-(E)-ylidene]-hydrazine as a viscous yellow oil. Starting materials: FC1=CC=C(C=O)C=C1 (4-fluorobenzaldehyde), C(C=C)NCC=C (diallylamine), C([O-])([O-])=O.[Na+].[Na+] (sodium carbonate). The reagents and catalysts are [Cl-].C(CCCCC)[N+](CCCCCC)(CCCCCC)CCCCCC (tetrahexyl ammonium chloride), C1(O)=CC=C(O)C=C1 (hydroquinone). Solvent: CN(P(=O)(N(C)C)N(C)C)C (hexamethylphosphoramide). Yields the product C(C=C)N(CC=C)C1=CC=C(C=O)C=C1 (4-(N,N'-diallylamino)benzaldehyde). Isolated yield 49.7%. RXN SMILES: F[C:2]1[CH:9]=[CH:8][C:5]([CH:6]=[O:7])=[CH:4][CH:3]=1.[CH2:10]([NH:13][CH2:14][CH:15]=[CH2:16])[CH:11]=[CH2:12].C(=O)([O-])[O-].[Na+].[Na+]>[Cl-].C([N+](CCCCCC)(CCCCCC)CCCCCC)CCCCC.C1(C=CC(O)=CC=1)O.CN(C)P(N(C)C)(N(C)C)=O>[CH2:10]([N:13]([C:2]1[CH:9]=[CH:8][C:5]([CH:6]=[O:7])=[CH:4][CH:3]=1)[CH2:14][CH:15]=[CH2:16])[CH:11]=[CH2:12] |f:2.3.4,5.6|. Procedure: A mixture of 4-fluorobenzaldehyde (16.4 ml, 0.15 mol), diallylamine (20.8 ml, 0.17 mol), sodium carbonate (18.0 g, 0.17 mol), hexamethylphosphoramide (HMPA) (115 ml), hydroquinone (180 mg) and tetrahexyl ammonium chloride (200 mg) was heated under a nitrogen atmosphere for 100 hours. The reaction mixture was cooled and poured into distilled water (1 L). Extraction with toluene (4×300 ml) followed by washing of the combined extracts with distilled water (3×250 ml), drying over anhydrous magnesium... Reactants: [C-]#N, CC(C)(CCl)c1ccccc1, CC(C)(C[Mg+])c1ccccc1, C1CCOC1, C[Si](C)(Cl)Cl, [Cl-], [Mg]. Yields the product CC(C)(C[Si](C)(C)Cl)c1ccccc1, CC(C)(C[Mg+])c1ccccc1, [Cl-]. RXN SMILES: [C-:18]#[N:19].[CH2:1]([C:2]([CH3:3])([CH3:4])[c:5]1[cH:6][cH:7][cH:8][cH:9][cH:10]1)[Cl:11].[CH2:21]([C:22]([CH3:23])([CH3:24])[c:25]1[cH:26][cH:27][cH:28][cH:29][cH:30]1)[Mg+:31].[CH2:32]1[O:33][CH2:34][CH2:35][CH2:36]1.[CH3:13][Si:14]([Cl:15])([Cl:16])[CH3:17].[Cl-:20].[Mg:12]>>[CH2:1]([C:2]([CH3:3])([CH3:4])[c:5]1[cH:6][cH:7][cH:8][cH:9][cH:10]1)[Si:14]([CH3:13])([Cl:15])[CH3:17].[CH2:21]([C:22]([CH3:23])([CH3:24])[c:25]1[cH:26][cH:27][cH:28][cH:29][cH:30]1)[Mg+:31].[Cl-:11]. Starting materials: BrC1=CC(=C(C=O)C=C1)C (4-bromo-2-methylbenzaldehyde), CC1(OC(CC(O1)=O)=O)C (2,2-dimethyl-1,3-dioxane-4,6-dione), CC1(OC(CC(O1)=O)=O)C (2,2-dimethyl-1,3-dioxane-4,6-dione). Solvent: O (water), O1CCOCC1 (1-4-dioxane). Reaction conditions: temperature 75 celsius, time 2 hour. Yields the product BrC1=CC(=C(C=C2C(OC(OC2=O)(C)C)=O)C=C1)C (5-(4-bromo-2-methylbenzylidene)-2,2-dimethyl-1,3-dioxane-4,6-dione). The yield is 84.6%. Reaction SMILES: [Br:1][C:2]1[CH:9]=[CH:8][C:5]([CH:6]=O)=[C:4]([CH3:10])[CH:3]=1.[CH3:11][C:12]1([CH3:20])[O:17][C:16](=[O:18])[CH2:15][C:14](=[O:19])[O:13]1>O.O1CCOCC1>[Br:1][C:2]1[CH:9]=[CH:8][C:5]([CH:6]=[C:15]2[C:16](=[O:18])[O:17][C:12]([CH3:20])([CH3:11])[O:13][C:14]2=[O:19])=[C:4]([CH3:10])[CH:3]=1. Procedure details: A mixture of 4-bromo-2-methylbenzaldehyde (1.99 g, 10.00 mmol) and 2,2-dimethyl-1,3-dioxane-4,6-dione (2.16 g, 15.0 mmol) in water (20 mL) and 1-4-dioxane (2 mL) was heated at about 75° C. for about 2 h. Additional 2,2-dimethyl-1,3-dioxane-4,6-dione (0.72 g, 5.0 mmol) was added and heating at about 75° C. was continued for about 2 h. The reaction was cooled to rt and solids were filtered off and rinsed with water (25 mL). The resulting solid was air dried on the funnel and then triturated with E... Yields the product ClC1=CC=C(C(=N1)C=1NC2=CC=CC(=C2C1)F)CC(CO)O (3-(6-chloro-2-(4-fluoro-1H-indol-2-yl)pyridin-3-yl)propane-1,2-diol). Isolated yield 89.0%. The reactants are C(C=C)C=1C(=NC(=CC1)Cl)C=1NC2=CC=CC(=C2C1)F (2-(3-allyl-6-chloropyridin-2-yl)-4-fluoro-1H-indole), C[N+]1(CCOCC1)[O-] (NMO), C1CCOC1 (THF), [O-]S(=O)(=S)[O-].[Na+].[Na+] (Na2S2O3). Conditions: temperature 0 celsius. Procedure: A mixture of 2-(3-allyl-6-chloropyridin-2-yl)-4-fluoro-1H-indole (100 mg, 0.35 mmol) and NMO (124 mg, 1.05 mmol) in THF (5 mL) and H2O (2.5 mL) was stirred at 0° C. Then OsO4 (20 mg) was added, and the mixture was stirred at RT overnight. After cooling to 0° C., a.q. Na2S2O3 was added and extracted with CH2Cl2. Then the organic layer was washed with water, brine, dried over Na2SO4 and concentrated on a rotary evaporator. The residue was purified by column chromatography (PE:EA=2:1˜1:1) to give t... Solvent: O (H2O). As a reaction SMILES: C(C1[C:5]([C:11]2[NH:12][C:13]3[C:18]([CH:19]=2)=[C:17]([F:20])[CH:16]=[CH:15][CH:14]=3)=[N:6][C:7]([Cl:10])=[CH:8][CH:9]=1)C=C.C[N+]1([O-])CC[O:25]CC1.[O-]S([O-])(=S)=O.[Na+].[Na+].[CH2:36]1[CH2:40][O:39][CH2:38][CH2:37]1>O.O=[Os](=O)(=O)=O>[Cl:10][C:7]1[N:6]=[C:5]([C:11]2[NH:12][C:13]3[C:18]([CH:19]=2)=[C:17]([F:20])[CH:16]=[CH:15][CH:14]=3)[C:38]([CH2:37][CH:36]([OH:25])[CH2:40][OH:39])=[CH:9][CH:8]=1 |f:2.3.4|. The reagents and catalysts are O=[Os](=O)(=O)=O (OsO4). The reactants are CC(C)Oc1ccc(OCc2ccccc2)cc1-c1nc2cc(CO)cnc2[nH]1, ClCCl, [Mn], [O-][O-]. The product is CC(C)Oc1ccc(OCc2ccccc2)cc1-c1nc2cc(C=O)cnc2[nH]1. As a reaction SMILES: [CH2:1]([c:2]1[cH:3][cH:4][cH:5][cH:6][cH:7]1)[O:8][c:9]1[cH:10][cH:11][c:12]([O:26][CH:27]([CH3:28])[CH3:29])[c:13](-[c:15]2[n:16][c:17]3[c:18]([n:19][cH:20][c:21]([CH2:23][OH:24])[cH:22]3)[nH:25]2)[cH:14]1.[Cl:30][CH2:31][Cl:32].[Mn:33].[O-:34][O-:35]>>[CH2:1]([c:2]1[cH:3][cH:4][cH:5][cH:6][cH:7]1)[O:8][c:9]1[cH:10][cH:11][c:12]([O:26][CH:27]([CH3:28])[CH3:29])[c:13](-[c:15]2[n:16][c:17]3[c:18]([n:19][cH:20][c:21]([CH:23]=[O:24])[cH:22]3)[nH:25]2)[cH:14]1. The reactants are BrC=1C=C2CC/C(/C2=CC1OC)=C\CN ((E)-2-(5-Bromo-6-methoxyindan-1-ylidene)ethylamine), Cl.C(C)O (HCl ethanol). Yields the product Cl.BrC1=C(C=C2C(=CCC2=C1)CCN)OC (2-(6-Bromo-5-methoxy-1H-inden-3-yl)ethylamine hydrochloride). The yield is 81.0%. As a reaction SMILES: [Br:1][C:2]1[CH:3]=[C:4]2[C:8](=[CH:9][C:10]=1[O:11][CH3:12])/[C:7](=[CH:13]/[CH2:14][NH2:15])/[CH2:6][CH2:5]2.[ClH:16].C(O)C>>[ClH:16].[Br:1][C:2]1[CH:3]=[C:4]2[C:8]([C:7]([CH2:13][CH2:14][NH2:15])=[CH:6][CH2:5]2)=[CH:9][C:10]=1[O:11][CH3:12] |f:1.2,3.4|. Reported procedure: (E)-2-(5-Bromo-6-methoxyindan-1-ylidene)ethylamine (5.0 g, 18.6 mmol) was dissolved in saturated HCl/ethanol (200 ml) and the solution was refluxed for 2 hours. After cooling, the solvent was distilled off under reduced pressure and the resulting crystals were washed with diethyl ether to provide the title compound (yield 4.61 g, 81%).